This data is from the Open Reaction Database (ORD), a public repository of structured organic reaction records. The task is: describe an organic reaction: reactants, conditions, products, and yield Starting materials: CN(C)C=O, BrCC1CC1, Cl, [K+], [K+], O=C([O-])[O-], O=C1CCC2(OCCCc3ccccc3)C3Cc4cccc5c4C2(CCN3)C1O5. Product: O=C1CCC2(OCCCc3ccccc3)C3Cc4cccc5c4C2(CCN3CC2CC2)C1O5. As a reaction SMILES: [CH3:42][N:43]([CH3:44])[CH:45]=[O:46].[CH:7]1([CH2:10][Br:11])[CH2:8][CH2:9]1.[ClH:12].[K+:1].[K+:2].[O-:3][C:4]([O-:5])=[O:6].[O:13]1[c:14]2[cH:15][cH:16][cH:17][c:18]3[c:27]2[C:26]24[C:21]([O:32][CH2:33][CH2:34][CH2:35][c:36]5[cH:37][cH:38][cH:39][cH:40][cH:41]5)([CH:20]([CH2:19]3)[NH:30][CH2:29][CH2:28]2)[CH2:22][CH2:23][C:24](=[O:31])[CH:25]14>>[CH:7]1([CH2:10][N:30]2[CH:20]3[CH2:19][c:18]4[cH:17][cH:16][cH:15][c:14]5[c:27]4[C:26]4([C:21]3([O:32][CH2:33][CH2:34][CH2:35][c:36]3[cH:37][cH:38][cH:39][cH:40][cH:41]3)[CH2:22][CH2:23][C:24](=[O:31])[CH:25]4[O:13]5)[CH2:28][CH2:29]2)[CH2:8][CH2:9]1. Yield: 52.1%. Run in C(C)O (ethanol), CN(C=O)C (dimethylformamide). Procedure: 5-(p-Acetylphenyl)-2-furonitrile 5-(p-Acetylphenyl)-2-furaldehyde (43 g, 0.2 mole) was dissolved in a mixture of 2.8 l of ethanol and 150 ml of dimethylformamide by warming on a steam bath with stirring. The slightly cloudy brown solution was cooled down to 35° and then 13.9 g (0.2 mole) of hydroxylamine hydrochloride in a minimum amount of water (50 ml) was added in about 5 minutes. The cloudy solution was allowed to stir at ambient temperature for 53/4 hours. After overnight standing, the reac... Reactants: Cl.NO (hydroxylamine hydrochloride), O (water), C(C)(=O)C1=CC=C(C=C1)C1=CC=C(O1)C=O.C(C)(=O)C1=CC=C(C=C1)C1=CC=C(O1)C#N (5-(p-Acetylphenyl)-2-furonitrile 5-(p-Acetylphenyl)-2-furaldehyde). As a reaction SMILES: C(C1C=CC(C2OC(C=O)=CC=2)=CC=1)(=O)C.[C:17]([C:20]1[CH:25]=[CH:24][C:23]([C:26]2[O:30][C:29]([C:31]#[N:32])=[CH:28][CH:27]=2)=[CH:22][CH:21]=1)(=[O:19])[CH3:18].Cl.NO.O>C(O)C.CN(C)C=O>[C:17]([C:20]1[CH:21]=[CH:22][C:23]([C:26]2[O:30][C:29]([C:31]#[N:32])=[CH:28][CH:27]=2)=[CH:24][CH:25]=1)(=[O:19])[CH3:18] |f:0.1,2.3|. The product is C(C)(=O)C1=CC=C(C=C1)C1=CC=C(O1)C#N (5-(p-acetylphenyl)-2-furonitrile). Conditions: time 8 hour. Reported procedure: 500 mg of N-[2-(2,3-diamino-4-methoxyphenyl)ethyl]-N,N-dimethylamine is heated under reflux for 3 hours with 40 ml of tetrahydrofuran and 500 mg of N,N'-carbonyldiimidazole. After concentration, the residue is combined with methanol and water. The mixture is again concentrated and dried over phosphorus pentoxide, thus obtaining 410 mg of 7-methoxy-4-[2-(N,N-dimethylamino)ethyl]-2,3-dihydro-2-benzimidazolone, mp 197°-199° C. Reaction SMILES: [NH2:1][C:2]1[C:7]([NH2:8])=[C:6]([O:9][CH3:10])[CH:5]=[CH:4][C:3]=1[CH2:11][CH2:12][N:13]([CH3:15])[CH3:14].[O:16]1CCC[CH2:17]1>>[CH3:10][O:9][C:6]1[C:7]2[NH:8][C:17](=[O:16])[NH:1][C:2]=2[C:3]([CH2:11][CH2:12][N:13]([CH3:15])[CH3:14])=[CH:4][CH:5]=1. The reactants are N,N'-carbonyldiimidazole, O1CCCC1 (tetrahydrofuran), NC1=C(C=CC(=C1N)OC)CCN(C)C (N-[2-(2,3-diamino-4-methoxyphenyl)ethyl]-N,N-dimethylamine). Product: COC1=CC=C(C2=C1NC(N2)=O)CCN(C)C (7-methoxy-4-[2-(N,N-dimethylamino)ethyl]-2,3-dihydro-2-benzimidazolone). The reactants are CCCCc1nc(Cl)c(CO)n1Cc1ccc(-c2cccc(C(=O)OC)c2)cc1, CCO, [Na+], [OH-]. Yields the product CCCCc1nc(Cl)c(CO)n1Cc1ccc(-c2cccc(C(=O)O)c2)cc1. Reaction SMILES: [C:1](=[O:2])([O:3][CH3:4])[c:5]1[cH:6][c:7](-[c:11]2[cH:12][cH:13][c:14]([CH2:17][n:18]3[c:19]([CH2:26][CH2:27][CH2:28][CH3:29])[n:20][c:21]([Cl:25])[c:22]3[CH2:23][OH:24])[cH:15][cH:16]2)[cH:8][cH:9][cH:10]1.[CH3:30][CH2:31][OH:32].[Na+:34].[OH-:33]>>[C:1](=[O:2])([OH:3])[c:5]1[cH:6][c:7](-[c:11]2[cH:12][cH:13][c:14]([CH2:17][n:18]3[c:19]([CH2:26][CH2:27][CH2:28][CH3:29])[n:20][c:21]([Cl:25])[c:22]3[CH2:23][OH:24])[cH:15][cH:16]2)[cH:8][cH:9][cH:10]1. The reactants are Cl (hydrochloric acid), C(C)(C)(C)OC(NC1CCN(CC1)C1=CC(=C(C=C1)[N+](=O)[O-])C(F)(F)F)=O ([1-(4-Nitro-3-trifluoromethyl-phenyl)-piperidin-4-yl]-carbamic acid tert-butyl ester). The solvent is C(C)OCC (diethylether), ClCCl (dichloromethane), ClCCl (dichloromethane), FC(C(=O)O)(F)F (trifluoroacetic acid), C(C)OCC (diethylether). Conditions: time 1 hour. Yields the product Cl.[N+](=O)([O-])C1=C(C=C(C=C1)N1CCC(CC1)N)C(F)(F)F (1-(4-nitro-3-trifluoromethyl-phenyl)-piperidin-4-ylamine hydrochloride), Cl (hydrochloride). RXN SMILES: C(OC(=O)[NH:7][CH:8]1[CH2:13][CH2:12][N:11]([C:14]2[CH:19]=[CH:18][C:17]([N+:20]([O-:22])=[O:21])=[C:16]([C:23]([F:26])([F:25])[F:24])[CH:15]=2)[CH2:10][CH2:9]1)(C)(C)C.[ClH:28]>ClCCl.FC(F)(F)C(O)=O.C(OCC)C>[ClH:28].[N+:20]([C:17]1[CH:18]=[CH:19][C:14]([N:11]2[CH2:10][CH2:9][CH:8]([NH2:7])[CH2:13][CH2:12]2)=[CH:15][C:16]=1[C:23]([F:26])([F:24])[F:25])([O-:22])=[O:21].[ClH:28] |f:5.6|. Procedure: A solution of piperidin-4-yl-carbamic acid tert-butyl ester (400 mg; 2.0 mmol), 5-fluoro-2-nitrobenzotrifluoride (418 g; 2.0 mmol) and potassium carbonate (1.11 g; 8.0 mmol) in dimethylsulfoxide (5 mL) is heated at 100° C. for 5 hours. The mixture is allowed to reach room temperature, is diluted with ethyl acetate (50 mL) and filtered. The filtrate is washed with aq. sat. sodium hydrogencarbonate (2×10 mL) and with water (10 mL). The organic layer is then dried over magnesium sulfate and evapora... The yield is 85.0%. Reagents/catalysts: [Pd] (palladium on carbon), [Pd] (palladium on carbon). Reactants: CN(C(C1=C(C=CC(=C1)C)[N+](=O)[O-])=O)C (N,N,5-trimethyl-2-nitrobenzamide). Run at time 18 hour. The solvent is C(C)O (ethanol). Reported procedure: A mixture of N,N,5-trimethyl-2-nitrobenzamide (11 g, 52.8 mmol) and 5% palladium on carbon (1 g) in 100 mL of ethanol was stirred under a hydrogen atmosphere for 18 hours. Additional 5% palladium on carbon (1 g) was added and the mixture was stirred for approximately 8 hours. The mixture was filtered and the filtrate was concentrated. The residue was purified on silica gel by flash chromatography eluting with 4% ethanol/methylene chloride to give 2-amino-N,N,5-trimethylbenzamide (8 g, 44.9 mmol)... As a reaction SMILES: [CH3:1][N:2]([CH3:15])[C:3](=[O:14])[C:4]1[CH:9]=[C:8]([CH3:10])[CH:7]=[CH:6][C:5]=1[N+:11]([O-])=O>[Pd].C(O)C>[NH2:11][C:5]1[CH:6]=[CH:7][C:8]([CH3:10])=[CH:9][C:4]=1[C:3]([N:2]([CH3:15])[CH3:1])=[O:14]. Product: NC1=C(C(=O)N(C)C)C=C(C=C1)C (2-amino-N,N,5-trimethylbenzamide). Starting materials: C(C)(C)(C)OC(=O)N1CC(CC1)C1=CC=C(C=C1)NC(C1=CC=C(C=C1)Cl)=O ((RS)-3-[4-(4-chloro-benzoylamino)-phenyl]-pyrrolidine-1-carboxylic acid tert-butyl ester), Cl (hydrogen chloride). Run in C1CCOC1 (THF), O1CCOCC1 (dioxane). Run at temperature 60 celsius. Product: Cl.ClC1=CC=C(C(=O)NC2=CC=C(C=C2)C2CNCC2)C=C1 ((RS)-4-chloro-N-(4-pyrrolidin-3-yl-phenyl)-benzamide hydrochloride). The yield is 166.2%. Reaction SMILES: C(OC([N:8]1[CH2:12][CH2:11][CH:10]([C:13]2[CH:18]=[CH:17][C:16]([NH:19][C:20](=[O:28])[C:21]3[CH:26]=[CH:25][C:24]([Cl:27])=[CH:23][CH:22]=3)=[CH:15][CH:14]=2)[CH2:9]1)=O)(C)(C)C.Cl>C1COCC1.O1CCOCC1>[ClH:27].[Cl:27][C:24]1[CH:23]=[CH:22][C:21]([C:20]([NH:19][C:16]2[CH:17]=[CH:18][C:13]([CH:10]3[CH2:11][CH2:12][NH:8][CH2:9]3)=[CH:14][CH:15]=2)=[O:28])=[CH:26][CH:25]=1 |f:4.5|. Procedure details: To a stirred solution of (RS)-3-[4-(4-chloro-benzoylamino)-phenyl]-pyrrolidine-1-carboxylic acid tert-butyl ester (2.36 g) in THF (30 ml) was added dropwise a solution of hydrogen chloride in dioxane (22 ml, 4 M solution) and the mixture was heated at 60° C. overnight. The mixture was then cooled to 0° C. and the ensuing crystals were collected by filtration, washing with diethyl ether, and then dried in vacuo at 60° C. to afford (RS)-4-chloro-N-(4-pyrrolidin-3-yl-phenyl)-benzamide hydrochloride...